From a dataset of the Open Reaction Database (ORD), a public repository of structured organic reaction records. describe an organic reaction: reactants, conditions, products, and yield Reactants: FC1=CC=C(C=C1)SCCCCOC=1C=C2C=CC(NC2=CC1)=O (6-[4-(4-fluorophenyl-mercapto)-butoxy]-carbostyril), OO (hydrogen peroxide). Yields the product FC1=CC=C(C=C1)S(=O)CCCCOC=1C=C2C=CC(NC2=CC1)=O (6-[4-(4-Fluorophenyl-sulfinyl)-butoxy]-carbostyril). RXN SMILES: [F:1][C:2]1[CH:7]=[CH:6][C:5]([S:8][CH2:9][CH2:10][CH2:11][CH2:12][O:13][C:14]2[CH:15]=[C:16]3[C:21](=[CH:22][CH:23]=2)[NH:20][C:19](=[O:24])[CH:18]=[CH:17]3)=[CH:4][CH:3]=1.[OH:25]O>>[F:1][C:2]1[CH:7]=[CH:6][C:5]([S:8]([CH2:9][CH2:10][CH2:11][CH2:12][O:13][C:14]2[CH:15]=[C:16]3[C:21](=[CH:22][CH:23]=2)[NH:20][C:19](=[O:24])[CH:18]=[CH:17]3)=[O:25])=[CH:4][CH:3]=1. Reported procedure: Prepared analogous to Example 123 from 6-[4-(4-fluorophenyl-mercapto)-butoxy]-carbostyril and hydrogen peroxide. RXN SMILES: Br.[NH2:2][C:3]1[S:4][CH:5]=[C:6]([C:8]([OH:10])=[O:9])[N:7]=1.S(=O)(=O)(O)O.[CH2:16](O)[CH3:17]>>[NH2:2][C:3]1[S:4][CH:5]=[C:6]([C:8]([O:10][CH2:16][CH3:17])=[O:9])[N:7]=1 |f:0.1|. Reactants: S(O)(O)(=O)=O (sulfuric acid), C(C)O (ethanol), Br.NC=1SC=C(N1)C(=O)O (2-Aminothiazole-4-carboxylic acid hydrobromide). Reported procedure: 2-Aminothiazole-4-carboxylic acid hydrobromide (10 g) (E. C. Roberts and Y. F. Shealy, J. Med. Chem. 15 (1972)1310-1312) in ethanol (35 ml) was treated with conc. sulfuric acid and refluxed for 48 hours. The solution was evaporated to 25% of original volume and water (20 ml) added. It was made basic by addition of NaHCO3, the solid filtered, washed with water and dried under vacuum to give the title compound (5.64 g). NMR δ(CDCl3) 137 (3H,t), 4.36(2H,q), 5.39(2H, broad), 7.43(1H,s). The product is NC=1SC=C(N1)C(=O)OCC (Ethyl 2-aminothiazole-4-carboxylate).